Dataset: the Open Reaction Database (ORD), a public repository of structured organic reaction records. Task: describe an organic reaction: reactants, conditions, products, and yield Starting materials: CC(=O)Nc1nc(C)c(-c2cc(S(=O)(=O)NCCCO)sc2Br)s1, [Li]CCCC, C1CCOC1. Product: CC(=O)Nc1nc(C)c(-c2csc(S(=O)(=O)NCCCO)c2)s1. Reaction SMILES: [Br:1][c:2]1[s:3][c:4]([S:17]([NH:18][CH2:19][CH2:20][CH2:21][OH:22])(=[O:23])=[O:24])[cH:5][c:6]1-[c:7]1[c:8]([CH3:16])[n:9][c:10]([NH:12][C:13]([CH3:14])=[O:15])[s:11]1.[CH2:25]([Li:26])[CH2:27][CH2:28][CH3:29].[CH2:30]1[O:31][CH2:32][CH2:33][CH2:34]1>>[cH:2]1[s:3][c:4]([S:17]([NH:18][CH2:19][CH2:20][CH2:21][OH:22])(=[O:23])=[O:24])[cH:5][c:6]1-[c:7]1[c:8]([CH3:16])[n:9][c:10]([NH:12][C:13]([CH3:14])=[O:15])[s:11]1.